Dataset: the Open Reaction Database (ORD), a public repository of structured organic reaction records. Task: describe an organic reaction: reactants, conditions, products, and yield The reactants are [Br-], CC(C)Cc1c(OCc2ccccc2)nc(COC2CCCCO2)c(Cl)[n+]1[O-], CN(C)C=O, CCCC[N+](CCCC)(CCCC)CCCC, CCOCC, [H-], [Na+], OCc1ccccc1. Product: CC(C)Cc1c(OCc2ccccc2)nc(COC2CCCCO2)c(OCc2ccccc2)[n+]1[O-]. RXN SMILES: [Br-:44].[CH2:1]([c:2]1[cH:3][cH:4][cH:5][cH:6][cH:7]1)[O:8][c:9]1[c:10]([CH2:25][CH:26]([CH3:27])[CH3:28])[n+:11]([O-:24])[c:12]([Cl:23])[c:13]([CH2:15][O:16][CH:17]2[O:18][CH2:19][CH2:20][CH2:21][CH2:22]2)[n:14]1.[CH3:29][N:30]([CH3:31])[CH:32]=[O:33].[CH3:45][CH2:46][CH2:47][CH2:48][N+:49]([CH2:50][CH2:51][CH2:52][CH3:53])([CH2:54][CH2:55][CH2:56][CH3:57])[CH2:58][CH2:59][CH2:60][CH3:61].[CH3:62][CH2:63][O:64][CH2:65][CH3:66].[H-:42].[Na+:43].[OH:34][CH2:35][c:36]1[cH:37][cH:38][cH:39][cH:40][cH:41]1>>[CH2:1]([c:2]1[cH:3][cH:4][cH:5][cH:6][cH:7]1)[O:8][c:9]1[c:10]([CH2:25][CH:26]([CH3:27])[CH3:28])[n+:11]([O-:24])[c:12]([O:34][CH2:35][c:36]2[cH:37][cH:38][cH:39][cH:40][cH:41]2)[c:13]([CH2:15][O:16][CH:17]2[O:18][CH2:19][CH2:20][CH2:21][CH2:22]2)[n:14]1. Product: CC(C)(C)OC(=O)Nc1cc(CC#N)c(C#Cc2ccccc2)cc1[N+](=O)[O-]. Reaction SMILES: [C:1]([CH3:2])([CH3:3])([CH3:4])[O:5][C:6]([NH:7][c:8]1[c:9]([N+:18](=[O:19])[O-:20])[cH:10][c:11]([I:17])[c:12]([CH2:14][C:15]#[N:16])[cH:13]1)=[O:21].[c:22]1([C:28]#[CH:29])[cH:23][cH:24][cH:25][cH:26][cH:27]1>>[C:1]([CH3:2])([CH3:3])([CH3:4])[O:5][C:6]([NH:7][c:8]1[c:9]([N+:18](=[O:19])[O-:20])[cH:10][c:11]([C:29]#[C:28][c:22]2[cH:23][cH:24][cH:25][cH:26][cH:27]2)[c:12]([CH2:14][C:15]#[N:16])[cH:13]1)=[O:21]. The reactants are CC(C)(C)OC(=O)Nc1cc(CC#N)c(I)cc1[N+](=O)[O-], C#Cc1ccccc1. The reactants are [N+](=O)([O-])C1=C(C=CC(=C1)NC(C)=O)OC (2-nitro-4-acetamidoanisole), CO (methanol), aqueous solution, N (ammonia), suspension, [H][H] (hydrogen). Reagents/catalysts: [Pd] (palladium on charcoal). The solvent is O (water), O (water). Reaction conditions: time 2 hour. Yields the product COC1=C(N)C=C(C=C1)NC(C)=O (2-Methoxy-5-acetamidoaniline). As a reaction SMILES: [N+:1]([C:4]1[CH:9]=[C:8]([NH:10][C:11](=[O:13])[CH3:12])[CH:7]=[CH:6][C:5]=1[O:14][CH3:15])([O-])=O.CO.N.[H][H]>[Pd].O>[CH3:15][O:14][C:5]1[CH:6]=[CH:7][C:8]([NH:10][C:11](=[O:13])[CH3:12])=[CH:9][C:4]=1[NH2:1]. Procedure details: 104 parts of 2-nitro-4-acetamidoanisole, 200 parts of methanol, 1.2 parts of a 30% aqueous solution of ammonia and 2 parts of a 50% suspension of palladium on charcoal, moist with water, in 2 parts of water are charged to an autoclave equipped with an aerating stirrer. The autoclave is pressurised with hydrogen and, at a pressure of 5 bar and a temperature of 100° C., hydrogenation is carried out for 2 hours. 2-Methoxy-5-acetamidoaniline is obtained in quantitative yield in a purity of >97% (ana... Reactants: CCOP(=O)(OCC)C(OC(=O)c1ccccc1)C(=O)O, CCOCC, CN(N=O)C(=N)N[N+](=O)[O-], ClCCl, C=[N+]=[N-], N=C(N)N, [Na+], [OH-]. The product is CCOP(=O)(OCC)C(OC(=O)c1ccccc1)C(=O)OC. As a reaction SMILES: [C:20]([c:21]1[cH:22][cH:23][cH:24][cH:25][cH:26]1)(=[O:27])[O:28][CH:29]([C:30](=[O:31])[OH:32])[P:33](=[O:34])([O:35][CH2:36][CH3:37])[O:38][CH2:39][CH3:40].[CH3:44][CH2:45][O:46][CH2:47][CH3:48].[CH3:4][N:5]([N:6]=[O:7])[C:8]([NH:9][N+:10]([O-:11])=[O:12])=[NH:13].[Cl:41][CH2:42][Cl:43].[N+:1](=[CH2:2])=[N-:3].[NH2:16][C:17](=[NH:18])[NH2:19].[Na+:15].[OH-:14]>>[CH3:17][O:32][C:30]([CH:29]([O:28][C:20]([c:21]1[cH:22][cH:23][cH:24][cH:25][cH:26]1)=[O:27])[P:33](=[O:34])([O:35][CH2:36][CH3:37])[O:38][CH2:39][CH3:40])=[O:31]. The reactants are COc1ccc(C(=O)Cl)cc1OC, CC(C)N1CC2CNCC(C2)C1, ClCCl, [Na+], [OH-], O. Yields the product COc1ccc(C(=O)N2CC3CC(C2)CN(C(C)C)C3)cc1OC. RXN SMILES: [CH3:15][O:16][c:17]1[cH:18][c:19]([C:20](=[O:21])[Cl:22])[cH:23][cH:24][c:25]1[O:26][CH3:27].[CH:1]([CH3:2])([CH3:3])[N:4]1[CH2:5][CH:6]2[CH2:7][NH:8][CH2:9][CH:10]([CH2:11]1)[CH2:12]2.[Cl:29][CH2:30][Cl:31].[Na+:14].[OH-:13].[OH2:28]>>[CH:1]([CH3:2])([CH3:3])[N:4]1[CH2:5][CH:6]2[CH2:7][N:8]([C:20]([c:19]3[cH:18][c:17]([O:16][CH3:15])[c:25]([O:26][CH3:27])[cH:24][cH:23]3)=[O:21])[CH2:9][CH:10]([CH2:11]1)[CH2:12]2. Starting materials: C1C(O1)CO (glycidol), C(C1=CC=CC=C1)NC(CC#N)C (3-(benzylamino)butyronitrile), C1C(O1)CO (glycidol). Solvent: C(C)O (ethanol). The product is C(C1=CC=CC=C1)N(CC(CO)O)C(CC#N)C (N-Benzyl-N-(1-cyanoprop-2 -yl)-3-amino-1,2-propanediol). Isolated yield 26.6%. As a reaction SMILES: [CH2:1]1[O:3][CH:2]1[CH2:4][OH:5].[CH2:6]([NH:13][CH:14]([CH3:18])[CH2:15][C:16]#[N:17])[C:7]1[CH:12]=[CH:11][CH:10]=[CH:9][CH:8]=1>C(O)C>[CH2:6]([N:13]([CH:14]([CH3:18])[CH2:15][C:16]#[N:17])[CH2:1][CH:2]([OH:3])[CH2:4][OH:5])[C:7]1[CH:12]=[CH:11][CH:10]=[CH:9][CH:8]=1. Reported procedure: A solution of glycidol (70 ml, 1.05 mol) and 3-(benzylamino)butyronitrile (111 g, 0.64 mol) in ethanol (800 ml) was heated to reflux for 18 hours. Additional glycidol (50 ml, 0.75 mol) was added, and the mixture was heated at reflux for an additional 24 hours. Removal of solvent in vacuo left a residue which was partitioned between water and ethyl acetate. The organic layer was washed with water, washed with saturated sodium chloride solution and dried over sodium sulfate. Filtration and concent... Reactants: C(C1=CC=CC=C1)(C1=CC=CC=C1)(C1=CC=CC=C1)N1C=NC(=C1)C(C#N)C (2-(1-trityl-1H-imidazol-4-yl)-propionitrile). The reagents and catalysts are [Ni] (Raney nickel). The solvent is N (ammonia). Reaction conditions: time 12 hour. Yields the product C(C1=CC=CC=C1)(C1=CC=CC=C1)(C1=CC=CC=C1)N1C=NC(=C1)C(CN)C (2-(1-trityl-1H-imidazol-4-yl)-propylamine). Reaction SMILES: [C:1]([N:20]1[CH:24]=[C:23]([CH:25]([CH3:28])[C:26]#[N:27])[N:22]=[CH:21]1)([C:14]1[CH:19]=[CH:18][CH:17]=[CH:16][CH:15]=1)([C:8]1[CH:13]=[CH:12][CH:11]=[CH:10][CH:9]=1)[C:2]1[CH:7]=[CH:6][CH:5]=[CH:4][CH:3]=1>N.[Ni]>[C:1]([N:20]1[CH:24]=[C:23]([CH:25]([CH3:28])[CH2:26][NH2:27])[N:22]=[CH:21]1)([C:14]1[CH:15]=[CH:16][CH:17]=[CH:18][CH:19]=1)([C:8]1[CH:9]=[CH:10][CH:11]=[CH:12][CH:13]=1)[C:2]1[CH:7]=[CH:6][CH:5]=[CH:4][CH:3]=1. Reported procedure: 3.2 g 2-(1-trityl-1H-imidazol-4-yl)-propionitrile are dissolved in 150 mL methanolic ammonia (7 mol/L) and Raney nickel is added. After 12 h and 4 bar H2 pressure the catalyst is filtered off and the solvent is eliminated in vacuo. This crude product is used in the following reaction step without further purification. Starting materials: Fc1nc(Cl)c2nc[nH]c2n1, NCc1ccncc1. The product is Fc1nc(NCc2ccncc2)c2nc[nH]c2n1. RXN SMILES: [Cl:1][c:2]1[c:3]2[n:4][cH:5][nH:6][c:7]2[n:8][c:9]([F:11])[n:10]1.[NH2:12][CH2:13][c:14]1[cH:15][cH:16][n:17][cH:18][cH:19]1>>[c:2]1([NH:12][CH2:13][c:14]2[cH:15][cH:16][n:17][cH:18][cH:19]2)[c:3]2[n:4][cH:5][nH:6][c:7]2[n:8][c:9]([F:11])[n:10]1. The reactants are CC(C)N1CCNCC1 (4-(1-Methylethyl)piperazine), [I-].[Na+] (sodium iodide), ClCC=1SC=C(N1)C(=O)NC1=C2C=NN(C2=CC(=C1)C=1C=NC(=C(C1)NS(=O)(=O)C)OC)S(=O)(=O)C1=CC=CC=C1 (2-(Chloromethyl)-N-[6-{6-(methyloxy)-5-[(methylsulfonyl)amino]-3-pyridinyl}-1-(phenylsulfonyl)-1H-indazol-4-yl]-1,3-thiazole-4-carboxamide), C[Si]([O-])(C)C.[K+] (Potassium trimethylsilanolate), CCN(C(C)C)C(C)C (DIPEA). Run in CC#N (MeCN), CC#N (MeCN), C1CCOC1 (THF). Run at temperature 70 celsius. Yields the product C(=O)O.CC(C)N1CCN(CC1)CC=1SC=C(N1)C(=O)NC1=C2C=NNC2=CC(=C1)C=1C=NC(=C(C1)NS(=O)(=O)C)OC (Formic acid 2-{[4-(1-methylethyl)-1-piperazinyl]methyl}-N-(6-{6-(methyloxy)-5-[(methylsulfonyl)amino]-3-pyridinyl}-1H-indazol-4-yl)-1,3-thiazole-4-carboxamide). Yield: 43.6%. As a reaction SMILES: Cl[CH2:2][C:3]1[S:4][CH:5]=[C:6]([C:8]([NH:10][C:11]2[CH:19]=[C:18]([C:20]3[CH:21]=[N:22][C:23]([O:31][CH3:32])=[C:24]([NH:26][S:27]([CH3:30])(=[O:29])=[O:28])[CH:25]=3)[CH:17]=[C:16]3[C:12]=2[CH:13]=[N:14][N:15]3S(C2C=CC=CC=2)(=O)=O)=[O:9])[N:7]=1.[CH3:42][CH:43]([N:45]1[CH2:50][CH2:49][NH:48][CH2:47][CH2:46]1)[CH3:44].CCN(C(C)C)C(C)C.[I-].[Na+].C[Si](C)(C)[O-:64].[K+]>CC#N.C1COCC1>[CH:32]([OH:31])=[O:64].[CH3:42][CH:43]([N:45]1[CH2:50][CH2:49][N:48]([CH2:2][C:3]2[S:4][CH:5]=[C:6]([C:8]([NH:10][C:11]3[CH:19]=[C:18]([C:20]4[CH:21]=[N:22][C:23]([O:31][CH3:32])=[C:24]([NH:26][S:27]([CH3:30])(=[O:29])=[O:28])[CH:25]=4)[CH:17]=[C:16]4[C:12]=3[CH:13]=[N:14][NH:15]4)=[O:9])[N:7]=2)[CH2:47][CH2:46]1)[CH3:44] |f:3.4,5.6,9.10|. Procedure details: 2-(Chloromethyl)-N-[6-{6-(methyloxy)-5-[(methylsulfonyl)amino]-3-pyridinyl}-1-(phenylsulfonyl)-1H-indazol-4-yl]-1,3-thiazole-4-carboxamide (50 mg, 0.08 mmol) was dissolved in MeCN (0.5 ml). 4-(1-Methylethyl)piperazine (13 mg, 0.1 mmol) was dissolved in MeCN (0.3 ml) and added to the mixture, followed by DIPEA (0.026 ml, 0.15 mmol) and sodium iodide (0.012 g, 0.078 mmol) (heaped microspatula). The solution was stirred and heated to 70° C. for 18 hr. Potassium trimethylsilanolate (64 mg, 0.5 mmol)... Starting materials: O (water), C(C)(=O)O (acetic acid), C(C)(=O)O (acetic acid), OO (hydrogen peroxide), CSCCCNC(=O)C1NC(C(C1C1=CC(=CC=C1)Cl)(C#N)C1=CC=C(C=C1)Cl)CC(C)(C)C (rac-(2R,3R,4R,5S)-3-(3-chloro-phenyl)-4-(4-chloro-phenyl)-4-cyano-5-(2,2-dimethyl-propyl)-pyrrolidine-2-carboxylic acid (3-methylsulfanyl-propyl)-amide). The reagents and catalysts are [Zn] (zinc), [Zn] (zinc). The solvent is ClCCl (dichloromethane), ClCCl (dichloromethane). Run at time 3 hour. Product: CS(=O)(=O)CCCNC(=O)C1NC(C(C1C1=CC(=CC=C1)Cl)(C#N)C1=CC=C(C=C1)Cl)CC(C)(C)C (rac-(2R,3R,4R,5S)-3-(3-chloro-phenyl)-4-(4-chloro-phenyl)-4-cyano-5-(2,2-dimethyl-propyl)-pyrrolidine-2-carboxylic acid (3-methanesulfonyl-propyl)-amide). The yield is 28.8%. RXN SMILES: [CH3:1][S:2][CH2:3][CH2:4][CH2:5][NH:6][C:7]([CH:9]1[CH:13]([C:14]2[CH:19]=[CH:18][CH:17]=[C:16]([Cl:20])[CH:15]=2)[C:12]([C:23]2[CH:28]=[CH:27][C:26]([Cl:29])=[CH:25][CH:24]=2)([C:21]#[N:22])[CH:11]([CH2:30][C:31]([CH3:34])([CH3:33])[CH3:32])[NH:10]1)=[O:8].C(O)(=[O:37])C.OO.[OH2:41]>ClCCl.[Zn]>[CH3:1][S:2]([CH2:3][CH2:4][CH2:5][NH:6][C:7]([CH:9]1[CH:13]([C:14]2[CH:19]=[CH:18][CH:17]=[C:16]([Cl:20])[CH:15]=2)[C:12]([C:23]2[CH:28]=[CH:27][C:26]([Cl:29])=[CH:25][CH:24]=2)([C:21]#[N:22])[CH:11]([CH2:30][C:31]([CH3:34])([CH3:33])[CH3:32])[NH:10]1)=[O:8])(=[O:37])=[O:41]. Procedure details: A mixture of rac-(2R,3R,4R,5S)-3-(3-chloro-phenyl)-4-(4-chloro-phenyl)-4-cyano-5-(2,2-dimethyl-propyl)-pyrrolidine-2-carboxylic acid (3-methylsulfanyl-propyl)-amide (119.2 mg, 0.23 mmol) and dichloromethane (2 mL) was added to a solution of refluxing acetic acid (5 mL, 79.4 mmol) and 30% hydrogen peroxide (2 mL) for 5 min. The reaction mixture was cooled to room temperature and stored in the freezer overnight. The mixture was diluted with water and dichloromethane, the organic layer was separate...